From a dataset of the Open Reaction Database (ORD), a public repository of structured organic reaction records. describe an organic reaction: reactants, conditions, products, and yield Reactants: [OH-].[K+] (potassium hydroxide), CN(C(=O)F)SN(C(C)C)C(C)C (N-methyl-N-(diisopropylaminosulfenyl)carbamoyl fluoride), C[SH-]C(C)=NO (S-methyl-N-hydroxythioacetimidate), C1=CC=CC=C1 (benzene). The reagents and catalysts are C1CCC2C(C1)OCCOCCOC3CCCCC3OCCOCCO2 (dicyclohexyl-18-crown-6). Solvent: O (water). Run at time 0.5 hour. Yields the product CN(C(=O)ON=C(C)SC)SN(C(C)C)C(C)C (S-methyl N-[N'-methyl-N'-(diisopropylaminosulfenyl)carbamoyloxy]thioacetimidate). Yield: 67.3%. RXN SMILES: [OH-].[K+].[CH3:3][SH-:4][C:5](=[N:7][OH:8])[CH3:6].C1C=CC=CC=1.[CH3:15][N:16]([S:20][N:21]([CH:25]([CH3:27])[CH3:26])[CH:22]([CH3:24])[CH3:23])[C:17](F)=[O:18]>C1CC2OCCOCCOC3C(OCCOCCOC2CC1)CCCC3.O>[CH3:15][N:16]([S:20][N:21]([CH:22]([CH3:24])[CH3:23])[CH:25]([CH3:26])[CH3:27])[C:17]([O:8][N:7]=[C:5]([S:4][CH3:3])[CH3:6])=[O:18] |f:0.1|. Procedure details: Powdered potassium hydroxide (2.5 g), 4.7 g. 10.045 mole) of S-methyl-N-hydroxythioacetimidate, 0.11 g dicyclohexyl-18-crown-6, and benzene (200 mol) were combined and stirred 0.5 hr. at room temperature. Then 9.4 g (0.045 mole) of N-methyl-N-(diisopropylaminosulfenyl)carbamoyl fluoride were added. The mixure was stirred at room temperature for 1 hr., and then was water washed four times, dried (MgSO4), and the benzene solvent was removed under vacuum. The residue was recrystallized from diisopr... Reactants: CC(=O)CC(=O)NC(CC(=O)O)C(=O)O, CC(=O)O, CC(=O)OC(C)=O, CS(=O)(=O)O, CCOC(C)=O. Product: CC(=O)CC(=O)NC1CC(=O)OC1=O. As a reaction SMILES: [C:1]([CH2:2][C:3](=[O:4])[CH3:5])(=[O:6])[NH:7][CH:8]([CH2:9][C:10](=[O:11])[OH:12])[C:13](=[O:14])[OH:15].[CH3:16][C:17](=[O:18])[OH:19].[CH3:20][C:21]([O:22][C:23](=[O:24])[CH3:25])=[O:26].[CH3:27][S:28](=[O:29])(=[O:30])[OH:31].[CH3:32][CH2:33][O:34][C:35](=[O:36])[CH3:37]>>[C:1]([CH2:2][C:3](=[O:4])[CH3:5])(=[O:6])[NH:7][CH:8]1[CH2:9][C:10](=[O:12])[O:15][C:13]1=[O:14].